Dataset: the Open Reaction Database (ORD), a public repository of structured organic reaction records. Task: describe an organic reaction: reactants, conditions, products, and yield Starting materials: CCOCCO, COc1cc2cc3c(Cl)c(C#N)cnc3nc2cc1OCCCl, COc1cc(N)c(Cl)cc1Cl. Product: COc1cc(Nc2c(C#N)cnc3nc4cc(OCCCl)c(OC)cc4cc23)c(Cl)cc1Cl. As a reaction SMILES: [CH3:35][CH2:36][O:37][CH2:38][CH2:39][OH:40].[Cl:1][c:2]1[c:3]2[cH:4][c:5]3[c:6]([n:7][c:8]2[n:9][cH:10][c:11]1[C:12]#[N:13])[cH:14][c:15]([O:20][CH2:21][CH2:22][Cl:23])[c:16]([O:18][CH3:19])[cH:17]3.[Cl:24][c:25]1[c:26]([NH2:27])[cH:28][c:29]([O:33][CH3:34])[c:30]([Cl:32])[cH:31]1>>[c:2]1([NH:27][c:26]2[c:25]([Cl:24])[cH:31][c:30]([Cl:32])[c:29]([O:33][CH3:34])[cH:28]2)[c:3]2[cH:4][c:5]3[c:6]([n:7][c:8]2[n:9][cH:10][c:11]1[C:12]#[N:13])[cH:14][c:15]([O:20][CH2:21][CH2:22][Cl:23])[c:16]([O:18][CH3:19])[cH:17]3. Reactants: C1CCOC1, COc1cc(C(=O)O)ccc1C, CCN(C(C)C)C(C)C, Nc1ccccc1O, O=S(Cl)Cl. The product is COc1cc(C(=O)Nc2ccccc2O)ccc1C. RXN SMILES: [CH2:34]1[O:35][CH2:36][CH2:37][CH2:38]1.[CH3:1][O:2][c:3]1[cH:4][c:5]([C:6](=[O:7])[OH:8])[cH:9][cH:10][c:11]1[CH3:12].[CH:25]([N:26]([CH:27]([CH3:28])[CH3:29])[CH2:30][CH3:31])([CH3:32])[CH3:33].[NH2:17][c:18]1[cH:19][cH:20][cH:21][cH:22][c:23]1[OH:24].[S:13]([Cl:14])([Cl:15])=[O:16]>>[CH3:1][O:2][c:3]1[cH:4][c:5]([C:6](=[O:8])[NH:17][c:18]2[cH:19][cH:20][cH:21][cH:22][c:23]2[OH:24])[cH:9][cH:10][c:11]1[CH3:12]. Starting materials: C([C@H](O)[C@@H](O)C(=O)O)(=O)O (L-(+)-tartaric acid), C1=CC=CC=2C3=CC=CC=C3C(C12)COC(=O)NCC(=O)N (2-[[(9H-fluoren-9-ylmethoxy)carbonyl]amino]-acetamide), FC(C(=O)OI(OC(C(F)(F)F)=O)C1=CC=CC=C1)(F)F ([bis(trifluoro-acetoxy)iodo]benzene), C(C)(=O)OCC (ethyl acetate), Cl.C(C)N=C=NCCCN(C)C (1-ethyl-3-(3-dimethylaminopropyl)-carbodiimide hydrochloride), C(C)(=O)OCC (ethyl acetate). Run in CN(C=O)C (N,N-dimethylformamide), O (H2O), C(C)#N (acetonitrile). Reaction conditions: time 1.5 hour. Product: C1=CC=CC=2C3=CC=CC=C3C(C12)N(C(=O)OC)CNC(C(C(C(=O)O)O)O)=O (N-[(9H-fluoren-9-yl-methoxycarbonylamino)-methyl]-2,3-dihydroxy-succinamic acid). Isolated yield 29.0%. As a reaction SMILES: [CH:1]1[C:13]2[CH:12](COC(NCC(N)=O)=O)[C:11]3[C:6](=[CH:7][CH:8]=[CH:9][CH:10]=3)[C:5]=2[CH:4]=[CH:3][CH:2]=1.FC(F)(F)C(OI(C1C=CC=CC=1)OC(=O)C(F)(F)F)=O.[C:44]([OH:53])(=[O:52])[C@@H:45]([C@H:47]([C:49]([OH:51])=O)[OH:48])[OH:46].Cl.C([N:57]=[C:58]=[N:59]CCCN(C)C)C.[C:66]([O:69][CH2:70]C)(=[O:68])C>CN(C)C=O.O.C(#N)C>[CH:11]1[C:12]2[CH:13]([N:57]([CH2:58][NH:59][C:49](=[O:51])[CH:47]([OH:48])[CH:45]([OH:46])[C:44]([OH:53])=[O:52])[C:66]([O:69][CH3:70])=[O:68])[C:1]3[C:6](=[CH:5][CH:4]=[CH:3][CH:2]=3)[C:7]=2[CH:8]=[CH:9][CH:10]=1 |f:3.4|. Reported procedure: To Compound 32 (1.50 g, 5.06 mmol), ethyl acetate (15 ml), acetonitrile (15 ml), H2O (15 ml) and [bis(trifluoro-acetoxy)iodo]benzene (2.83 g, 6.58 mmol) were added; this was followed by stirring at room temperature for 1.5 hours. After reverse extraction was conducted using a 0.2N aqueous solution of hydrochloric acid, the water phase obtained was washed with a mixed solvent of diethyl ether:hexane. Under ice cooling, the water phase was rendered alkaline with saturated aqueous sodium hydrogen c... Reactants: COc1ccc(CCC2(C3CCCC3)CC(=O)C(Cl)C(=O)O2)cc1Cl, O, Sc1nnc(-c2cccnc2)[nH]1. Reaction SMILES: [Cl:1][CH:2]1[C:3](=[O:25])[O:4][C:5]([CH:9]2[CH2:10][CH2:11][CH2:12][CH2:13]2)([CH2:14][CH2:15][c:16]2[cH:17][c:18]([Cl:24])[c:19]([O:22][CH3:23])[cH:20][cH:21]2)[CH2:6][C:7]1=[O:8].[OH2:38].[n:26]1[cH:27][c:28](-[c:32]2[nH:33][c:34]([SH:37])[n:35][n:36]2)[cH:29][cH:30][cH:31]1>>[C:2]1([S:37][c:34]2[nH:33][c:32](-[c:28]3[cH:27][n:26][cH:31][cH:30][cH:29]3)[n:36][n:35]2)=[C:7]([OH:8])[CH2:6][C:5]([CH:9]2[CH2:10][CH2:11][CH2:12][CH2:13]2)([CH2:14][CH2:15][c:16]2[cH:17][c:18]([Cl:24])[c:19]([O:22][CH3:23])[cH:20][cH:21]2)[O:4][C:3]1=[O:25]. The product is COc1ccc(CCC2(C3CCCC3)CC(O)=C(Sc3nnc(-c4cccnc4)[nH]3)C(=O)O2)cc1Cl. Starting materials: FC(C(=O)O)(F)F.FC1=C(C=CC(=C1)N1N=NN=C1)C=1C=CC2=C(N=C(O2)C2CCNCC2)C1 (5-[2-fluoro-4-(1H-tetrazol-1-yl)phenyl]-2-(piperidin-4-yl)benzo[d]oxazole 2,2,2-trifluoroacetate), CC(CC)O (2-butanol), TEA, N,N-Carbonyl diimidazole. Solvent: CN(C)C=O (DMF). Reaction conditions: time 1 hour. The product is FC1=C(C=CC(=C1)N1N=NN=C1)C=1C=CC2=C(N=C(O2)C2CCN(CC2)C(=O)OC(C)CC)C1 (Sec-butyl 4-{5-[2-fluoro-4-(1H-tetrazol-1-yl)phenyl]benzo[d]oxazol-2-yl}piperidine-1-carboxylate). Isolated yield 20.8%. RXN SMILES: FC(F)(F)[C:3]([OH:5])=[O:4].[F:8][C:9]1[CH:14]=[C:13]([N:15]2[CH:19]=[N:18][N:17]=[N:16]2)[CH:12]=[CH:11][C:10]=1[C:20]1[CH:21]=[CH:22][C:23]2[O:27][C:26]([CH:28]3[CH2:33][CH2:32][NH:31][CH2:30][CH2:29]3)=[N:25][C:24]=2[CH:34]=1.[CH3:35][CH:36](O)[CH2:37][CH3:38]>CN(C=O)C>[F:8][C:9]1[CH:14]=[C:13]([N:15]2[CH:19]=[N:18][N:17]=[N:16]2)[CH:12]=[CH:11][C:10]=1[C:20]1[CH:21]=[CH:22][C:23]2[O:27][C:26]([CH:28]3[CH2:29][CH2:30][N:31]([C:3]([O:5][CH:36]([CH2:37][CH3:38])[CH3:35])=[O:4])[CH2:32][CH2:33]3)=[N:25][C:24]=2[CH:34]=1 |f:0.1|. Procedure details: Tert-butyl 4-{5-[2-fluoro-4-(1H-tetrazol-1-yl)phenyl]benzo[d]oxazol-2-yl}piperidine-1-carboxylate (250 mg, 0.54 mmol) dissolved in DCM (15 ml) and added Trifluoroacetic acid (1 ml). This mixture was stirred at rt for 2 h. DCM removed from the reaction mixture to obtain 5-[2-fluoro-4-(1H-tetrazol-1-yl)phenyl]-2-(piperidin-4-yl)benzo[d]oxazole 2,2,2-trifluoro acetate (260 mg). 5-[2-fluoro-4-(1H-tetrazol-1-yl)phenyl]-2-(piperidin-4-yl)benzo[d]oxazole 2,2,2-trifluoroacetate (150 mg, 0.31 mmol) was d... Reactants: CN1CCN(c2ccc(Nc3ncc4ccc(Br)n4n3)cc2)CC1, CC(=O)[O-], CC(=O)[O-], C1COCCO1, CC1(C)OB(c2cncc(C=O)c2)OC1(C)C, CN(C)C=O, [Na+], [Na+], O=C([O-])[O-], O, [Pd+2], c1ccc(P(c2ccccc2)c2ccccc2)cc1. Yields the product CN1CCN(c2ccc(Nc3ncc4ccc(-c5cncc(C=O)c5)n4n3)cc2)CC1. As a reaction SMILES: [Br:20][c:21]1[cH:22][cH:23][c:24]2[cH:25][n:26][c:27]([NH:30][c:31]3[cH:32][cH:33][c:34]([N:37]4[CH2:38][CH2:39][N:40]([CH3:43])[CH2:41][CH2:42]4)[cH:35][cH:36]3)[n:28][n:29]12.[C:68]([O-:69])(=[O:70])[CH3:71].[C:73]([O-:74])(=[O:75])[CH3:76].[CH2:82]1[O:83][CH2:84][CH2:85][O:86][CH2:87]1.[CH3:44][C:45]1([CH3:46])[C:47]([CH3:48])([CH3:49])[O:50][B:51]([c:52]2[cH:53][c:54]([CH:58]=[O:59])[cH:55][n:56][cH:57]2)[O:60]1.[CH3:77][N:78]([CH3:79])[CH:80]=[O:81].[Na+:61].[Na+:62].[O-:63][C:64](=[O:65])[O-:66].[OH2:67].[Pd+2:72].[c:1]1([P:2]([c:3]2[cH:4][cH:5][cH:6][cH:7][cH:8]2)[c:9]2[cH:10][cH:11][cH:12][cH:13][cH:14]2)[cH:15][cH:16][cH:17][cH:18][cH:19]1>>[c:21]1(-[c:52]2[cH:53][c:54]([CH:58]=[O:59])[cH:55][n:56][cH:57]2)[cH:22][cH:23][c:24]2[cH:25][n:26][c:27]([NH:30][c:31]3[cH:32][cH:33][c:34]([N:37]4[CH2:38][CH2:39][N:40]([CH3:43])[CH2:41][CH2:42]4)[cH:35][cH:36]3)[n:28][n:29]12. The reactants are O=C([O-])[O-], Clc1ccccc1Cl, [Cu], Ic1ccccc1, [K+], [K+], C1COCCOCCOCCOCCOCCO1, Brc1ccc2cc(Nc3ccccc3)ccc2c1. The product is Brc1ccc2cc(N(c3ccccc3)c3ccccc3)ccc2c1. Reaction SMILES: [C:26](=[O:27])([O-:28])[O-:29].[Cl:51][c:52]1[cH:53][cH:54][cH:55][cH:56][c:57]1[Cl:58].[Cu:50].[I:19][c:20]1[cH:21][cH:22][cH:23][cH:24][cH:25]1.[K+:30].[K+:31].[O:32]1[CH2:33][CH2:34][O:35][CH2:36][CH2:37][O:38][CH2:39][CH2:40][O:41][CH2:42][CH2:43][O:44][CH2:45][CH2:46][O:47][CH2:48][CH2:49]1.[c:1]1([NH:7][c:8]2[cH:9][c:10]3[cH:11][cH:12][c:13]([Br:18])[cH:14][c:15]3[cH:16][cH:17]2)[cH:2][cH:3][cH:4][cH:5][cH:6]1>>[c:1]1([N:7]([c:8]2[cH:9][c:10]3[cH:11][cH:12][c:13]([Br:18])[cH:14][c:15]3[cH:16][cH:17]2)[c:20]2[cH:21][cH:22][cH:23][cH:24][cH:25]2)[cH:2][cH:3][cH:4][cH:5][cH:6]1. Starting materials: O=C([O-])[O-], CC(C)=O, CCI, [K+], [K+], Oc1ccccc1-c1ccccc1O. The product is CCOc1ccccc1-c1ccccc1O. RXN SMILES: [C:15](=[O:16])([O-:17])[O-:18].[CH3:24][C:25](=[O:26])[CH3:27].[I:21][CH2:22][CH3:23].[K+:19].[K+:20].[c:1]1([OH:14])[c:2](-[c:7]2[c:8]([OH:13])[cH:9][cH:10][cH:11][cH:12]2)[cH:3][cH:4][cH:5][cH:6]1>>[c:1]1([O:14][CH2:22][CH3:23])[c:2](-[c:7]2[c:8]([OH:13])[cH:9][cH:10][cH:11][cH:12]2)[cH:3][cH:4][cH:5][cH:6]1.